Dataset: the Open Reaction Database (ORD), a public repository of structured organic reaction records. Task: describe an organic reaction: reactants, conditions, products, and yield Starting materials: BrC=1C=C2C(=CC1)NC(C21CCNCC1)=O (5-bromospiro[indole-3,4′-piperidin]-2(1H)-one), N1C=C(C2=CC=CC=C12)C(=O)O (1H-indole-3-carboxylic acid). The product is BrC=1C=C2C(=CC1)NC(C21CCN(CC1)C(=O)C1=CNC2=CC=CC=C12)=O (5-Bromo-1′-(1H-indol-3-ylcarbonyl)spiro[indole-3,4′-piperidin]-2(1H)-one). Reaction SMILES: [Br:1][C:2]1[CH:3]=[C:4]2[C:10]3([CH2:15][CH2:14][NH:13][CH2:12][CH2:11]3)[C:9](=[O:16])[NH:8][C:5]2=[CH:6][CH:7]=1.[NH:17]1[C:25]2[C:20](=[CH:21][CH:22]=[CH:23][CH:24]=2)[C:19]([C:26](O)=[O:27])=[CH:18]1>>[Br:1][C:2]1[CH:3]=[C:4]2[C:10]3([CH2:11][CH2:12][N:13]([C:26]([C:19]4[C:20]5[C:25](=[CH:24][CH:23]=[CH:22][CH:21]=5)[NH:17][CH:18]=4)=[O:27])[CH2:14][CH2:15]3)[C:9](=[O:16])[NH:8][C:5]2=[CH:6][CH:7]=1. Procedure details: Following the general procedure I as described above, the acylation of 5-bromospiro[indole-3,4′-piperidin]-2(1H)-one with 1H-indole-3-carboxylic acid (commercially available), gave the title compound. ES-MS m/e (%): 424.3 (M+H+). Reactants: [N+](=O)([O-])C=1C=C(C=CC1)C=1N=C(SC1)NC(CCCCCCC(=O)O)=O (octanedioic acid [4-(3-Nitro-phenyl)-thiazol-2-yl]-amide), COC(CCCCCCC(=O)NC=1SC=C(N1)C1=CC(=CC=C1)N)=O (octanedioic acid [4-(3-Amino-phenyl)-thiazol-2-yl]-amide methyl ester). Product: NC=1C=C(C=CC1)C=1N=C(SC1)NC(CCCCCCC(=O)O)=O (octanedioic acid [4-(3-Amino-phenyl)-thiazol-2-yl]-amide). RXN SMILES: [N+:1]([C:4]1[CH:5]=[C:6]([C:10]2[N:11]=[C:12]([NH:15][C:16](=[O:26])[CH2:17][CH2:18][CH2:19][CH2:20][CH2:21][CH2:22][C:23]([OH:25])=[O:24])[S:13][CH:14]=2)[CH:7]=[CH:8][CH:9]=1)([O-])=O.COC(=O)CCCCCCC(NC1SC=C(C2C=CC=C(N)C=2)N=1)=O>>[NH2:1][C:4]1[CH:5]=[C:6]([C:10]2[N:11]=[C:12]([NH:15][C:16](=[O:26])[CH2:17][CH2:18][CH2:19][CH2:20][CH2:21][CH2:22][C:23]([OH:25])=[O:24])[S:13][CH:14]=2)[CH:7]=[CH:8][CH:9]=1. Procedure: Compound 21 was prepared using the methodology described for the preparation of compound 18, by substituting compound 14 with compound 20. Yield (0.276 g, 79.8%). 1H NMR (300 MHz, CDCl3) δ 7.21 (1H, t, J=7.7 Hz), 7.07 (1H, d, J=8.2 Hz), 6.99 (2H, s), 6.69 (1H, d, J=7.8 Hz), 2.49 (2H, t, J=7.3 Hz), 2.40 (2H, t, J=7.1 Hz), 1.78 (2H, brs), 1.69 (2H, t, J=6.7 Hz), 1.50-1.35 (4H, m). 13C NMR (75 MHz, CDCl3) δ 179.6, 172.2, 160.8, 149.7, 147.1, 135.0, 130.2, 117.3, 115.6, 113.5, 108.1, 36.7, 34.4, 29.... Reactants: CC(=O)O, O=C1OC(=O)c2c1cccc2[N+](=O)[O-], Nc1ccc(O)cc1, O. Product: O=C1c2cccc([N+](=O)[O-])c2C(=O)N1c1ccc(O)cc1. RXN SMILES: [CH3:24][C:25](=[O:26])[OH:27].[N+:9](=[O:10])([O-:11])[c:12]1[c:13]2[c:14]([cH:20][cH:21][cH:22]1)[C:15](=[O:16])[O:17][C:18]2=[O:19].[NH2:1][c:2]1[cH:3][cH:4][c:5]([OH:6])[cH:7][cH:8]1.[OH2:23]>>[N:1]1([c:2]2[cH:3][cH:4][c:5]([OH:6])[cH:7][cH:8]2)[C:15](=[O:16])[c:14]2[c:13]([c:12]([N+:9](=[O:10])[O-:11])[cH:22][cH:21][cH:20]2)[C:18]1=[O:17]. Starting materials: CCCCOCCOc1ccc(-c2ccc3c(c2)C=C(C(=O)Nc2ccc(SCn4cccn4)cc2)CCN3CC(C)C)cc1, ClCCl, [Na+], [Na+], O=C(OO)c1cccc(Cl)c1, O=S([O-])([O-])=S. Yields the product CCCCOCCOc1ccc(-c2ccc3c(c2)C=C(C(=O)Nc2ccc(S(=O)Cn4cccn4)cc2)CCN3CC(C)C)cc1. As a reaction SMILES: [CH2:1]([CH2:2][CH2:3][CH3:4])[O:5][CH2:6][CH2:7][O:8][c:9]1[cH:10][cH:11][c:12](-[c:15]2[cH:16][cH:17][c:18]3[c:19]([cH:45]2)[CH:20]=[C:21]([C:29](=[O:30])[NH:31][c:32]2[cH:33][cH:34][c:35]([S:38][CH2:39][n:40]4[n:41][cH:42][cH:43][cH:44]4)[cH:36][cH:37]2)[CH2:22][CH2:23][N:24]3[CH2:25][CH:26]([CH3:27])[CH3:28])[cH:13][cH:14]1.[Cl:64][CH2:65][Cl:66].[Na+:62].[Na+:63].[OH:46][O:47][C:48]([c:49]1[cH:50][c:51]([Cl:52])[cH:53][cH:54][cH:55]1)=[O:56].[S:57]([O-:58])([O-:59])(=[O:60])=[S:61]>>[CH2:1]([CH2:2][CH2:3][CH3:4])[O:5][CH2:6][CH2:7][O:8][c:9]1[cH:10][cH:11][c:12](-[c:15]2[cH:16][cH:17][c:18]3[c:19]([cH:45]2)[CH:20]=[C:21]([C:29](=[O:30])[NH:31][c:32]2[cH:33][cH:34][c:35]([S:38]([CH2:39][n:40]4[n:41][cH:42][cH:43][cH:44]4)=[O:46])[cH:36][cH:37]2)[CH2:22][CH2:23][N:24]3[CH2:25][CH:26]([CH3:27])[CH3:28])[cH:13][cH:14]1. Reactants: CB(O)O, COc1cccc(OC)c1-c1ccccc1P(C1CCCCC1)C1CCCCC1, O=C(c1ccc(Cl)cc1)C1CCN(C(=O)c2ccc(N3CCOC3=O)cc2)CC1, [F-], [K+], CC(=O)[O-], CC(=O)[O-], C1CCOC1, O, [Pd+2]. Product: Cc1ccc(C(=O)C2CCN(C(=O)c3ccc(N4CCOC4=O)cc3)CC2)cc1. Reaction SMILES: [CH3:30][B:31]([OH:32])[OH:33].[CH:34]1([P:35]([CH:36]2[CH2:37][CH2:38][CH2:39][CH2:40][CH2:41]2)[c:42]2[cH:43][cH:44][cH:45][cH:46][c:47]2-[c:48]2[c:49]([O:50][CH3:51])[cH:52][cH:53][cH:54][c:55]2[O:56][CH3:57])[CH2:58][CH2:59][CH2:60][CH2:61][CH2:62]1.[Cl:1][c:2]1[cH:3][cH:4][c:5]([C:6](=[O:7])[CH:8]2[CH2:9][CH2:10][N:11]([C:14](=[O:15])[c:16]3[cH:17][cH:18][c:19]([N:22]4[C:23](=[O:27])[O:24][CH2:25][CH2:26]4)[cH:20][cH:21]3)[CH2:12][CH2:13]2)[cH:28][cH:29]1.[F-:63].[K+:64].[O-:66][C:67]([CH3:68])=[O:69].[O-:70][C:71]([CH3:72])=[O:73].[O:75]1[CH2:76][CH2:77][CH2:78][CH2:79]1.[OH2:74].[Pd+2:65]>>[c:2]1([CH3:30])[cH:3][cH:4][c:5]([C:6](=[O:7])[CH:8]2[CH2:9][CH2:10][N:11]([C:14](=[O:15])[c:16]3[cH:17][cH:18][c:19]([N:22]4[C:23](=[O:27])[O:24][CH2:25][CH2:26]4)[cH:20][cH:21]3)[CH2:12][CH2:13]2)[cH:28][cH:29]1. Starting materials: C(C1=CC=CC=C1)N1C(=CC2=NC(=CC=C21)Cl)C=2OC=CN2 (1-benzyl-5-chloro-2-(1,3-oxazol-2-yl)-1H-pyrrolo[3,2-b]pyridine), N(NC(=O)OC(C)(C)C)C(=O)OC(C)(C)C (di-tert-butyl hydrazine-1,2-dicarboxylate), C(=O)([O-])[O-].[Cs+].[Cs+] (Cs2CO3). Reagents/catalysts: C1(CCCCC1)P(C1=C(C=CC=C1)C1=C(C=C(C=C1C(C)C)C(C)C)C(C)C)C1CCCCC1.NC1=C(C=CC=C1)C1=C(C=CC=C1)[Pd]Cl (dicyclohexyl(2′,4′,6′-triisopropylbiphenyl-2-yl)phosphine (2′-aminobiphenyl-2-yl)(chloro)palladium). Run in C1(=CC=CC=C1)C (toluene). Run at temperature 110 celsius. Yields the product C(C1=CC=CC=C1)N1C(=CC2=NC(=CC=C21)N(NC(=O)OC(C)(C)C)C(=O)OC(C)(C)C)C=2OC=CN2 (di-tert-butyl 1-[1-benzyl-2-(1,3-oxazol-2-yl)-1H-pyrrolo[3,2-b]pyridin-5-yl]hydrazine-1,2-dicarboxylate). RXN SMILES: [CH2:1]([N:8]1[C:16]2[C:11](=[N:12][C:13](Cl)=[CH:14][CH:15]=2)[CH:10]=[C:9]1[C:18]1[O:19][CH:20]=[CH:21][N:22]=1)[C:2]1[CH:7]=[CH:6][CH:5]=[CH:4][CH:3]=1.[NH:23]([C:32]([O:34][C:35]([CH3:38])([CH3:37])[CH3:36])=[O:33])[NH:24][C:25]([O:27][C:28]([CH3:31])([CH3:30])[CH3:29])=[O:26].C([O-])([O-])=O.[Cs+].[Cs+]>C1(C)C=CC=CC=1.C1(P(C2CCCCC2)C2C=CC=CC=2C2C(C(C)C)=CC(C(C)C)=CC=2C(C)C)CCCCC1.NC1C=CC=CC=1C1C=CC=CC=1[Pd]Cl>[CH2:1]([N:8]1[C:16]2[C:11](=[N:12][C:13]([N:23]([C:32]([O:34][C:35]([CH3:38])([CH3:37])[CH3:36])=[O:33])[NH:24][C:25]([O:27][C:28]([CH3:29])([CH3:30])[CH3:31])=[O:26])=[CH:14][CH:15]=2)[CH:10]=[C:9]1[C:18]1[O:19][CH:20]=[CH:21][N:22]=1)[C:2]1[CH:7]=[CH:6][CH:5]=[CH:4][CH:3]=1 |f:2.3.4,6.7|. Reported procedure: A degassed mixture of 1-benzyl-5-chloro-2-(1,3-oxazol-2-yl)-1H-pyrrolo[3,2-b]pyridine (0.55 g, 1.8 mmol, from Step 3), di-tert-butyl hydrazine-1,2-dicarboxylate (0.50 g, 2.2 mmol, Aldrich), Cs2CO3 (0.70 g, 2.2 mmol) and dicyclohexyl(2′,4′,6′-triisopropylbiphenyl-2-yl)phosphine-(2′-aminobiphenyl-2-yl)(chloro)palladium (1:1) (0.18 g, 0.24 mmol, Aldrich) in toluene (16.8 mL) was heated to 110° C. for 4 hours. Upon cooling, the reaction was partitioned between water and EtOAc. The aqueous layer was ... Starting materials: crude product, BrC1=CC(=C(C(=O)O)C=C1)F (4-Bromo-2-fluorobenzoic acid), CN(C)C=O (DMF), S(=O)(Cl)Cl (thionyl chloride), ClCCCl (1,2-dichloroethane), S(=O)(Cl)Cl (thionyl chloride), ClCCCl (1,2-dichloroethane). The solvent is CO (methanol). Yields the product COC(C1=C(C=C(C=C1)Br)F)=O (4-Bromo-2-fluoro-benzoic acid methyl ester). RXN SMILES: [Br:1][C:2]1[CH:10]=[CH:9][C:5]([C:6]([OH:8])=[O:7])=[C:4]([F:11])[CH:3]=1.Cl[CH2:13]CCl.S(Cl)(Cl)=O.CN(C=O)C>CO>[CH3:13][O:7][C:6](=[O:8])[C:5]1[CH:9]=[CH:10][C:2]([Br:1])=[CH:3][C:4]=1[F:11]. Procedure details: 4-Bromo-2-fluorobenzoic acid (10 g, 0.04 mol) was suspended in 1,2-dichloroethane (60 mL, 0.8 mol) to which was added thionyl chloride (10 mL, 0.1 mol) followed by a drop of DMF. The mixture was heated to reflux for 1 hour. Excess thionyl chloride and 1,2-dichloroethane were stripped off and the crude product was treated with methanol (50 mL) and heated to reflux for an hour. The mixture was concentrated to dryness, dissolved in dichloromethane, treated with cold sat. sodium bicarbonate solution...